This data is from the Open Reaction Database (ORD), a public repository of structured organic reaction records. The task is: describe an organic reaction: reactants, conditions, products, and yield Reactants: COc1cc2nccc(Cl)c2cc1OC, O=C(c1ccc(O)cc1)c1cccc(Cl)c1. Product: COc1cc2nccc(Oc3ccc(C(=O)c4cccc(Cl)c4)cc3)c2cc1OC. RXN SMILES: [Cl:1][c:2]1[cH:3][cH:4][n:5][c:6]2[cH:7][c:8]([O:14][CH3:15])[c:9]([O:12][CH3:13])[cH:10][c:11]12.[OH:16][c:17]1[cH:18][cH:19][c:20]([C:23](=[O:24])[c:25]2[cH:26][c:27]([Cl:31])[cH:28][cH:29][cH:30]2)[cH:21][cH:22]1>>[c:2]1([O:16][c:17]2[cH:18][cH:19][c:20]([C:23](=[O:24])[c:25]3[cH:26][c:27]([Cl:31])[cH:28][cH:29][cH:30]3)[cH:21][cH:22]2)[cH:3][cH:4][n:5][c:6]2[cH:7][c:8]([O:14][CH3:15])[c:9]([O:12][CH3:13])[cH:10][c:11]12.